Dataset: the Open Reaction Database (ORD), a public repository of structured organic reaction records. Task: describe an organic reaction: reactants, conditions, products, and yield Reactants: ClC1=NC2=CC=CC=C2C(=N1)C (2-chloro-4-methyl-quinazoline), NC1=CC=C(C#N)C=C1 (4-aminobenzonitrile). Solvent: C(C)(=O)O (acetic acid). Yields the product CC1=NC(=NC2=CC=CC=C12)NC1=CC=C(C#N)C=C1 (4-[(4-methyl-quinazolin-2-yl)-amino]-benzonitrile). RXN SMILES: Cl[C:2]1[N:11]=[C:10]([CH3:12])[C:9]2[C:4](=[CH:5][CH:6]=[CH:7][CH:8]=2)[N:3]=1.[NH2:13][C:14]1[CH:21]=[CH:20][C:17]([C:18]#[N:19])=[CH:16][CH:15]=1>C(O)(=O)C>[CH3:12][C:10]1[C:9]2[C:4](=[CH:5][CH:6]=[CH:7][CH:8]=2)[N:3]=[C:2]([NH:13][C:14]2[CH:21]=[CH:20][C:17]([C:18]#[N:19])=[CH:16][CH:15]=2)[N:11]=1. Reported procedure: Prepared analogously to Example 30a from 2-chloro-4-methyl-quinazoline and 4-aminobenzonitrile in glacial acetic acid. The reactants are C(C1=CC=CC=C1)OC(CC1CCN(CC1)C(C(CNC(C1=CC=C(C=C1)C(N)=N)=O)(C)C)=O)=O (N-(N-4-Amidinobenzoyl-α,α-dimethyl-β-alanyl)-4-piperidineacetic acid benzyl ester). Reagents/catalysts: [OH-].[Pd+2].[OH-] (palladium hydroxide). Solvent: O.CO (water methanol). Product: C(N)(=N)C1=CC=C(C(=O)NCC(C(=O)N2CCC(CC2)CC(=O)O)(C)C)C=C1 (N-(N-4-amidinobenzoyl-α,α-dimethyl-β-alanyl)-4-piperidineacetic acid). As a reaction SMILES: C([O:8][C:9](=[O:35])[CH2:10][CH:11]1[CH2:16][CH2:15][N:14]([C:17](=[O:34])[C:18]([CH3:33])([CH3:32])[CH2:19][NH:20][C:21](=[O:31])[C:22]2[CH:27]=[CH:26][C:25]([C:28](=[NH:30])[NH2:29])=[CH:24][CH:23]=2)[CH2:13][CH2:12]1)C1C=CC=CC=1>[OH-].[Pd+2].[OH-].O.CO>[C:28]([C:25]1[CH:24]=[CH:23][C:22]([C:21]([NH:20][CH2:19][C:18]([CH3:33])([CH3:32])[C:17]([N:14]2[CH2:13][CH2:12][CH:11]([CH2:10][C:9]([OH:35])=[O:8])[CH2:16][CH2:15]2)=[O:34])=[O:31])=[CH:27][CH:26]=1)(=[NH:29])[NH2:30] |f:1.2.3,4.5|. Reported procedure: N-(N-4-Amidinobenzoyl-α,α-dimethyl-β-alanyl)-4-piperidineacetic acid benzyl ester (0.10 g) was stirred under a hydrogen atmosphere in a 50% water/methanol mixed solution under the presence of palladium hydroxide catalyst at a room temperature for 6 hours. The catalyst was removed by filtration and the solvents were distilled off. The residue was dissolved in a 1N aqueous solution of acetic acid and the resulting solution was purified with a high performance liquid chromatography (HPLC) [column: ...